From a dataset of the Open Reaction Database (ORD), a public repository of structured organic reaction records. describe an organic reaction: reactants, conditions, products, and yield The reactants are BrC1=C(CN2C(=C(C3=CC(=CC=C23)C(=O)O)C)C)C=CC=C1 (1-(2-bromobenzyl)-2,3-dimethyl-1H-indole-5-carboxylic acid), C(C)OC(=O)C=1C=C(C=CC1)B(O)O ((3-(ethoxycarbonyl)phenyl)boronic acid). Product: C(C)OC(=O)C=1C=C(C=CC1)C1=C(C=CC=C1)CN1C(=C(C2=CC(=CC=C12)C(=O)O)C)C (1-((3′-(Ethoxycarbonyl)-[1,1′-biphenyl]-2-yl)methyl)-2,3-dimethyl-1H-indole-5-carboxylic acid). RXN SMILES: Br[C:2]1[CH:22]=[CH:21][CH:20]=[CH:19][C:3]=1[CH2:4][N:5]1[C:13]2[C:8](=[CH:9][C:10]([C:14]([OH:16])=[O:15])=[CH:11][CH:12]=2)[C:7]([CH3:17])=[C:6]1[CH3:18].[CH2:23]([O:25][C:26]([C:28]1[CH:29]=[C:30](B(O)O)[CH:31]=[CH:32][CH:33]=1)=[O:27])[CH3:24]>>[CH2:23]([O:25][C:26]([C:28]1[CH:33]=[C:32]([C:2]2[CH:22]=[CH:21][CH:20]=[CH:19][C:3]=2[CH2:4][N:5]2[C:13]3[C:8](=[CH:9][C:10]([C:14]([OH:16])=[O:15])=[CH:11][CH:12]=3)[C:7]([CH3:17])=[C:6]2[CH3:18])[CH:31]=[CH:30][CH:29]=1)=[O:27])[CH3:24]. Reported procedure: The title compound was prepared following the same protocol as described in Step 5, Example 38, using 1-(2-bromobenzyl)-2,3-dimethyl-1H-indole-5-carboxylic acid instead of the (S)-1-(4-bromobenzyl)-N-(1-(4-nitrophenyl)ethyl)-1H-indole-5-carboxamide and the (3-(ethoxycarbonyl)phenyl)boronic acid instead of the phenylboronic acid. ESI-MS (m/z): 428 [M+H]+. RXN SMILES: [CH3:43][N:44]([CH2:45][CH2:46][NH2:47])[CH3:48].[CH3:49][c:50]1[cH:51][cH:52][cH:53][cH:54][cH:55]1.[CH3:64][CH2:65][O:66][C:67](=[O:68])[CH3:69].[CH:5]([N:6]([CH:7]([CH3:8])[CH3:9])[CH2:10][CH3:11])([CH3:12])[CH3:13].[Cl:14][c:15]1[cH:16][c:17]([S:22](=[O:23])(=[O:24])[N:25]([c:26]2[cH:27][c:28]3[c:32]([cH:33][cH:34]2)[NH:31][CH2:30][CH2:29]3)[CH2:35][C:36](=[O:37])[O:38][C:39]([CH3:40])([CH3:41])[CH3:42])[cH:18][c:19]([Cl:21])[cH:20]1.[Cl:1][C:2]([Cl:3])=[O:4].[Cl:56][CH2:57][Cl:58].[O:59]1[CH2:60][CH2:61][CH2:62][CH2:63]1>>[C:2](=[O:4])([N:31]1[CH2:30][CH2:29][c:28]2[cH:27][c:26]([N:25]([S:22]([c:17]3[cH:16][c:15]([Cl:14])[cH:20][c:19]([Cl:21])[cH:18]3)(=[O:23])=[O:24])[CH2:35][C:36](=[O:37])[O:38][C:39]([CH3:40])([CH3:41])[CH3:42])[cH:34][cH:33][c:32]21)[NH:47][CH2:46][CH2:45][N:44]([CH3:43])[CH3:48]. Reactants: CN(C)CCN, Cc1ccccc1, CCOC(C)=O, CCN(C(C)C)C(C)C, CC(C)(C)OC(=O)CN(c1ccc2c(c1)CCN2)S(=O)(=O)c1cc(Cl)cc(Cl)c1, O=C(Cl)Cl, ClCCl, C1CCOC1. Yields the product CN(C)CCNC(=O)N1CCc2cc(N(CC(=O)OC(C)(C)C)S(=O)(=O)c3cc(Cl)cc(Cl)c3)ccc21. The reactants are C(C)OC(=O)C1(CC2=CC=CC=C2C1)NC(=O)[C@@H]1CCCC2=CC=CC=C12 (2-[((R)-1,2,3,4-Tetrahydro-naphthalene-1-carbonyl)-amino]-indan-2-carboxylic acid ethyl ester), [OH-].[K+] (KOH), O (water). The solvent is CCO (EtOH). Conditions: time 3 hour. Yields the product [C@H]1(CCCC2=CC=CC=C12)C(=O)NC1(CC2=CC=CC=C2C1)C(=O)O (2-[((R)-1,2,3,4-Tetrahydro-naphthalene-1-carbonyl)-amino]-indan-2-carboxylic acid). Yield: 96.3%. As a reaction SMILES: C([O:3][C:4]([C:6]1([NH:15][C:16]([C@H:18]2[C:27]3[C:22](=[CH:23][CH:24]=[CH:25][CH:26]=3)[CH2:21][CH2:20][CH2:19]2)=[O:17])[CH2:14][C:13]2[C:8](=[CH:9][CH:10]=[CH:11][CH:12]=2)[CH2:7]1)=[O:5])C.[OH-].[K+].O>CCO>[C@H:18]1([C:16]([NH:15][C:6]2([C:4]([OH:5])=[O:3])[CH2:14][C:13]3[C:8](=[CH:9][CH:10]=[CH:11][CH:12]=3)[CH2:7]2)=[O:17])[C:27]2[C:22](=[CH:23][CH:24]=[CH:25][CH:26]=2)[CH2:21][CH2:20][CH2:19]1 |f:1.2|. Reported procedure: The mixture of 2-[((R)-1,2,3,4-tetrahydro-naphthalene-1-carbonyl)-amino]-indan-2-carboxylic acid ethyl ester (67) (440 mg, 1.21 mmol) and KOH (500 mg, 8.9 mmol) is dissolved in EtOH (10 mL) and water (0.5 mL) under a water bath. The water bath is removed when KOH is completely dissolved and the resulting reaction solution is stirred at RT for 3 h. After concentration in vacuo, the residue is dissolved in water (30 mL) and acidified with conc. HCl until no more precipitate came out of the water. ... Reactants: OCC1=CC=CC(=N1)NC(C(C)(C)C)=O (N-(6-Hydroxymethyl-pyridin-2-yl)-2,2-dimethyl-propionamide), S(=O)(Cl)Cl (thionyl chloride). The solvent is C(Cl)Cl (CH2Cl2). Yields the product ClCC1=CC=CC(=N1)NC(C(C)(C)C)=O (N-(6-chloromethyl-pyridin-2-yl)-2,2-dimethyl-propionamide). As a reaction SMILES: O[CH2:2][C:3]1[N:8]=[C:7]([NH:9][C:10](=[O:15])[C:11]([CH3:14])([CH3:13])[CH3:12])[CH:6]=[CH:5][CH:4]=1.S(Cl)([Cl:18])=O>C(Cl)Cl>[Cl:18][CH2:2][C:3]1[N:8]=[C:7]([NH:9][C:10](=[O:15])[C:11]([CH3:14])([CH3:13])[CH3:12])[CH:6]=[CH:5][CH:4]=1. Procedure details: N-(6-Hydroxymethyl-pyridin-2-yl)-2,2-dimethyl-propionamide (2.03 g) in CH2Cl2 (75 mL) was treated at RT with thionyl chloride (1.785 mL) and then heated to reflux for 1.5 h. The reaction mixture was cooled to RT and partitioned between water and AcOEt, the layers were separated, the organic layer dried over MgSO4, filtered and evaporated to give N-(6-chloromethyl-pyridin-2-yl)-2,2-dimethyl-propionamide (0.66 g) as a brown liquid. MS (ESI): 227.2 (MH+). Reactants: C(C=C)C1=C(C=CC(=C1)C(C)=O)C1=C(C=CC(=C1)F)OC (1-(2-allyl-5′-fluoro-2′-methoxy-biphenyl-4-yl)-ethanone), C(#N)[BH3-].[Na+] (sodium cyanoborohydride), C(C)(=O)[O-] (acetate). The product is C(C=C)C1=C(C=CC(=C1)C(C)N)C1=C(C=CC(=C1)F)OC (1-(2-allyl-5′-fluoro-2′-methoxy-biphenyl-4-yl)-ethylamine). As a reaction SMILES: [CH2:1]([C:4]1[CH:9]=[C:8]([C:10](=O)[CH3:11])[CH:7]=[CH:6][C:5]=1[C:13]1[CH:18]=[C:17]([F:19])[CH:16]=[CH:15][C:14]=1[O:20][CH3:21])[CH:2]=[CH2:3].C([BH3-])#[N:23].[Na+].C([O-])(=O)C>>[CH2:1]([C:4]1[CH:9]=[C:8]([CH:10]([NH2:23])[CH3:11])[CH:7]=[CH:6][C:5]=1[C:13]1[CH:18]=[C:17]([F:19])[CH:16]=[CH:15][C:14]=1[O:20][CH3:21])[CH:2]=[CH2:3] |f:1.2|. Procedure details: A mixture of 3′-allyl-4′-hydroxyacetophenone (0.352 g, 2.0 mmol), N-phenyl-bis(trifluoromethane) sulfonimide) (0.710 g, 2.0 mmol) and potassium carbonate (0.830 g, 6.0 mmol) in tetrahydrofuran (3.0 ml) was heated in a microwave oven at 120° C. for 10 min. The resultant mixture was treated with 5-fluoro-2-methoxyphenyl boronic acid (0.680 g, 0.4 mmol), tetrakis(triphenylphosphine)palladium (0) (0.060 g, 0.05 mmol) and dimethylformamide (1.0 ml) and heated in a microwave oven at 120° C. for 10 min... Reactants: C(CCC)OC(C(=C)C)=O (n-butylmethacrylate), azobisisobutylnitrile, monomer, monomer. Solvent: C1(=CC=CC=C1)C (toluene), C1(=CC=CC=C1)C (toluene). Yields the product C(C(=C)C)(=O)OC (methyl methacrylate), C(CCC)OC(C(=C)C)=O (nBMA), AIBN. As a reaction SMILES: [CH2:1]([O:5][C:6](=[O:10])[C:7]([CH3:9])=[CH2:8])[CH2:2][CH2:3][CH3:4]>C1(C)C=CC=CC=1>[C:6]([O:5][CH3:1])(=[O:10])[C:7]([CH3:9])=[CH2:8].[CH2:1]([O:5][C:6](=[O:10])[C:7]([CH3:9])=[CH2:8])[CH2:2][CH2:3][CH3:4]. Procedure: The procedure for preparing the polymer in Synthesis Example 5 was repeated except that the mixture of 20 g of the monomer of Polymer No. 3, 7 g of n-butylmethacrylate (nBMA), 0.09 g of azobisisobutylnitrile (AIBN), and 63 g of toluene used in Synthesis Example 5 was replaced by a mixture of 20 g of a monomer of Polymer No. 19, 5 g of methyl methacrylate (MMA), 5 g of nBMA, 0.1 g of AIBN, and 70 g of toluene, whereby a polymer of the present invention was obtained. The reactants are BrCC(=O)N (2-bromoacetamide), C(C)NCC (diethylamine). Run in C(Cl)(Cl)Cl (chloroform). Yields the product C(C)N(CC(=O)N)CC (2-Diethylaminoacetamide). Isolated yield 79.0%. RXN SMILES: Br[CH2:2][C:3]([NH2:5])=[O:4].[CH2:6]([NH:8][CH2:9][CH3:10])[CH3:7]>C(Cl)(Cl)Cl>[CH2:6]([N:8]([CH2:9][CH3:10])[CH2:2][C:3]([NH2:5])=[O:4])[CH3:7]. Reported procedure: 2 g of 2-bromoacetamide (0.015 mol) were slowly added to diethylamine (40 mL, 0.387 mol) and the reaction mixture was heated to reflux for 20 h. After cooling to room temperature, the reaction mixture was filtered and precipitate discarded. The filtrate was concentrated under vacuum to result in slightly yellow solid. This solid was dissolved in chloroform (10 mL) and washed with aqueous saturated solution of Na2CO3 (3×10 mL). Combined organic phases were dried over Na2S04. The filtrate was conc... Starting materials: C(C)(C)(C)OC(=O)NC=1SC=C(N1)C=O (2-(t-butoxycarbonylamino)-1,3-thiazole-4-carbaldehyde), C1(=CC=CC=C1)C(N1CCC(CC1)=O)(C1=CC=CC=C1)C1=CC=CC=C1 (1-(triphenylmethyl)piperidin-4-one), N1CCCC1 (pyrrolidine). The product is C(C)(C)(C)OC(=O)NC=1SC=C(N1)\C=C\1/CN(CCC1=O)C(C1=CC=CC=C1)(C1=CC=CC=C1)C1=CC=CC=C1 ((E)-3-{[2-(t-Butoxycarbonylamino)-1,3-thiazol-4-yl]methylidene}-1-(triphenylmethyl)piperidin-4-one). Yield: 36.2%. As a reaction SMILES: [C:1]([O:5][C:6]([NH:8][C:9]1[S:10][CH:11]=[C:12]([CH:14]=O)[N:13]=1)=[O:7])([CH3:4])([CH3:3])[CH3:2].[C:16]1([C:22]([C:36]2[CH:41]=[CH:40][CH:39]=[CH:38][CH:37]=2)([C:30]2[CH:35]=[CH:34][CH:33]=[CH:32][CH:31]=2)[N:23]2[CH2:28][CH2:27][C:26](=[O:29])[CH2:25][CH2:24]2)[CH:21]=[CH:20][CH:19]=[CH:18][CH:17]=1.N1CCCC1>>[C:1]([O:5][C:6]([NH:8][C:9]1[S:10][CH:11]=[C:12](/[CH:14]=[C:27]2\[CH2:28][N:23]([C:22]([C:30]3[CH:35]=[CH:34][CH:33]=[CH:32][CH:31]=3)([C:16]3[CH:17]=[CH:18][CH:19]=[CH:20][CH:21]=3)[C:36]3[CH:41]=[CH:40][CH:39]=[CH:38][CH:37]=3)[CH2:24][CH2:25][C:26]\2=[O:29])[N:13]=1)=[O:7])([CH3:2])([CH3:3])[CH3:4]. Reported procedure: Following a procedure similar to that described in Example 132-(c), 2-(t-butoxycarbonylamino)-1,3-thiazole-4-carbaldehyde (3.2 g) was subjected to the reaction with 1-(triphenylmethyl)piperidin-4-one (4.8 g) and pyrrolidine (0.24 ml), and the crude product was purified by silica gel chromatography using hexane, ethyl acetate, and dichloromethane (1:3:1 to 1:5:1) as eluents to afford the title compound (2.8 g, yield: 36%) as an oil. The reactants are C(C1=CC=CC=C1)(=O)OC1CCC=2NC3=CC=CC=C3C2C1 (3-benzoyloxy-1,2,3,4-tetrahydrocarbazole), C(C1=CC=CC=C1)(=O)OC1CCC=2N(C3=CC=CC=C3C2C1)CC1=CC=C(C=C1)Cl (3-benzoyloxy-9-(p-chlorobenzyl)-1,2,3,4-tetrahydrocarbazole), [H-].[Na+] (sodium hydride), ClC1=CC=C(CCl)C=C1 (p-chlorobenzyl chloride). The solvent is O (water), CN(C=O)C (dimethylformamide), CN(C=O)C (dimethylformamide). Product: ClC1=CC=C(CN2C3=CC=CC=C3C=3CC(CCC23)N(C)C)C=C1 (9-(p-Chlorobenzyl)-3-(dimethylamino)-1,2,3,4-tetrahydrocarbazole). As a reaction SMILES: C(OC1CC2C3[C:15](=CC=CC=3)[NH:14][C:13]=2CC1)(=O)C1C=CC=CC=1.[H-].[Na+].ClC1C=CC(CCl)=CC=1.C(O[CH:43]1[CH2:55][C:54]2[C:53]3[C:48](=[CH:49][CH:50]=[CH:51][CH:52]=3)[N:47]([CH2:56][C:57]3[CH:62]=[CH:61][C:60]([Cl:63])=[CH:59][CH:58]=3)[C:46]=2[CH2:45][CH2:44]1)(=O)C1C=CC=CC=1>O.CN(C)C=O>[Cl:63][C:60]1[CH:61]=[CH:62][C:57]([CH2:56][N:47]2[C:46]3[CH2:45][CH2:44][CH:43]([N:14]([CH3:15])[CH3:13])[CH2:55][C:54]=3[C:53]3[C:48]2=[CH:49][CH:50]=[CH:51][CH:52]=3)=[CH:58][CH:59]=1 |f:1.2|. Reported procedure: A mixture of 29.1 g. of 3-benzoyloxy-1,2,3,4-tetrahydrocarbazole and 4.3 g. of sodium hydride (56% in mineral oil) in 200 ml. of dimethylformamide was heated on a steam bath and 16.1 g. of p-chlorobenzyl chloride in 30 ml. of dimethylformamide was added dropwise. The reaction mixture was heated two hours, cooled, and diluted with water. The resulting oil was washed with water and crystallized from isopropyl alcohol to give 12.7 g. of 3-benzoyloxy-9-(p-chlorobenzyl)-1,2,3,4-tetrahydrocarbazole, m... Starting materials: NC1=CC=C2C(=N1)C(=CN2)C2CCN(CC2)C (5-amino-3-(1-methylpiperidin-4-yl)pyrrolo[3,2-b]pyridine), C(#N)C=1C=C(C(=O)Cl)C=CC1 (3-cyanobenzoyl chloride). The product is C(#N)C=1C=C(C(=O)NC2=CC=C3C(=N2)C(=CN3)C3CCN(CC3)C)C=CC1 (5-(N-[3-cyanobenzoyl]amino)-3-(1-methylpiperidin-4-yl)pyrrolo[3,2-b]pyridine). The yield is 89.9%. Reaction SMILES: [NH2:1][C:2]1[N:7]=[C:6]2[C:8]([CH:11]3[CH2:16][CH2:15][N:14]([CH3:17])[CH2:13][CH2:12]3)=[CH:9][NH:10][C:5]2=[CH:4][CH:3]=1.[C:18]([C:20]1[CH:21]=[C:22]([CH:26]=[CH:27][CH:28]=1)[C:23](Cl)=[O:24])#[N:19]>>[C:18]([C:20]1[CH:21]=[C:22]([CH:26]=[CH:27][CH:28]=1)[C:23]([NH:1][C:2]1[N:7]=[C:6]2[C:8]([CH:11]3[CH2:16][CH2:15][N:14]([CH3:17])[CH2:13][CH2:12]3)=[CH:9][NH:10][C:5]2=[CH:4][CH:3]=1)=[O:24])#[N:19]. Reported procedure: Beginning with 0.015 gm (0.065 mMol) 5-amino-3-(1-methylpiperidin-4-yl)pyrrolo[3,2-b]pyridine and 0.012 gm (0.072 mMol) 3-cyanobenzoyl chloride, 0.021 gm (92%) of the title compound were prepared essentially by the procedure described in Example 7.